The task is: describe an organic reaction: reactants, conditions, products, and yield. This data is from the Open Reaction Database (ORD), a public repository of structured organic reaction records. Starting materials: CO, CC(C)C1(C)N=C(c2nc3ccc([N+](=O)[O-])cc3cc2C(=O)O)NC1=O. The product is CC(C)C1(C)N=C(c2nc3ccc(N)cc3cc2C(=O)O)NC1=O. RXN SMILES: [CH3:27][OH:28].[CH:1]([CH3:2])([CH3:3])[C:4]1([CH3:26])[N:5]=[C:6]([c:10]2[n:11][c:12]3[cH:13][cH:14][c:15]([N+:23]([O-:24])=[O:25])[cH:16][c:17]3[cH:18][c:19]2[C:20](=[O:21])[OH:22])[NH:7][C:8]1=[O:9]>>[CH:1]([CH3:2])([CH3:3])[C:4]1([CH3:26])[N:5]=[C:6]([c:10]2[n:11][c:12]3[cH:13][cH:14][c:15]([NH2:23])[cH:16][c:17]3[cH:18][c:19]2[C:20](=[O:21])[OH:22])[NH:7][C:8]1=[O:9]. The reactants are C(C)(=O)OCC (ethyl acetate), [F-].C(CCC)[N+](CCCC)(CCCC)CCCC (tetrabutylammonium fluoride), solution, FC(OC1=CC=C(C=C1)C1=CC=C2C(=NN(C2=C1)COCC[Si](C)(C)C)NC(CCC)=O)(F)F (N-[6-[4-(trifluoromethoxy)phenyl]-1-[[2-(trimethylsilyl)ethoxy]-methyl]-1H-indazol-3-yl]butanamide). Solvent: O1CCCC1 (tetrahydrofuran), O1CCCC1 (tetrahydrofuran). Run at temperature 66 celsius. Product: FC(OC1=CC=C(C=C1)C1=CC=C2C(=NNC2=C1)NC(CCC)=O)(F)F (N-[6-(4-trifluoromethoxyphenyl)-1H-indazol-3-yl]butanamide). Reaction SMILES: [F-].C([N+](CCCC)(CCCC)CCCC)CCC.[F:19][C:20]([F:52])([F:51])[O:21][C:22]1[CH:27]=[CH:26][C:25]([C:28]2[CH:36]=[C:35]3[C:31]([C:32]([NH:45][C:46](=[O:50])[CH2:47][CH2:48][CH3:49])=[N:33][N:34]3COCC[Si](C)(C)C)=[CH:30][CH:29]=2)=[CH:24][CH:23]=1.C(OCC)(=O)C>O1CCCC1>[F:52][C:20]([F:19])([F:51])[O:21][C:22]1[CH:27]=[CH:26][C:25]([C:28]2[CH:36]=[C:35]3[C:31]([C:32]([NH:45][C:46](=[O:50])[CH2:47][CH2:48][CH3:49])=[N:33][NH:34]3)=[CH:30][CH:29]=2)=[CH:24][CH:23]=1 |f:0.1|. Procedure details: 12.1 cm3 of tetrabutylammonium fluoride as a 1M solution in tetrahydrofuran are added to 1 g of N-[6-[4-(trifluoromethoxy)phenyl]-1-[[2-(trimethylsilyl)ethoxy]-methyl]-1H-indazol-3-yl]butanamide, described previously, in 30 cm3 of tetrahydrofuran. The reaction medium is heated at about 66° C. for 18 hours, the heating is then stopped and 75 cm3 of ethyl acetate are added. This mixture is washed with 2×50 cm3 of saturated aqueous sodium hydrogen carbonate solution and then with 50 cm3 of saturate... Starting materials: COC(C)(C)OC, Cc1ccccc1, CCOC(=O)c1ccc(O)c(O)c1, Cc1ccc(S(=O)(=O)O)cc1. The product is CCOC(=O)c1ccc2c(c1)OC(C)(C)O2. As a reaction SMILES: [CH3:14][O:15][C:16]([CH3:17])([CH3:18])[O:19][CH3:20].[CH3:32][c:33]1[cH:34][cH:35][cH:36][cH:37][cH:38]1.[OH:1][c:2]1[cH:3][c:4]([C:5](=[O:6])[O:7][CH2:8][CH3:9])[cH:10][cH:11][c:12]1[OH:13].[c:21]1([CH3:22])[cH:23][cH:24][c:25]([S:26]([OH:27])(=[O:28])=[O:29])[cH:30][cH:31]1>>[O:1]1[c:2]2[cH:3][c:4]([C:5](=[O:6])[O:7][CH2:8][CH3:9])[cH:10][cH:11][c:12]2[O:13][C:16]1([CH3:17])[CH3:18]. The reactants are C(C1CO1)OC1=CC=CC=C1 (Phenyl glycidyl ether), NCCNC1=NC(=NC(=C1C)C)C (4-(2-aminoethylamino)-2,5,6-trimethylpyrimidine). Yields the product O(C1=CC=CC=C1)CC(CNCCNC1=C(C(=NC(=N1)C)C)C)O (1-Phenoxy-3-[2-(2,4,5-trimethylpyrimidin-6-ylamino)-ethylamino]-propan-2-ol). Reaction SMILES: [CH2:1]([O:5][C:6]1[CH:11]=[CH:10][CH:9]=[CH:8][CH:7]=1)[CH:2]1[O:4][CH2:3]1.[NH2:12][CH2:13][CH2:14][NH:15][C:16]1[C:21]([CH3:22])=[C:20]([CH3:23])[N:19]=[C:18]([CH3:24])[N:17]=1>>[O:5]([CH2:1][CH:2]([OH:4])[CH2:3][NH:12][CH2:13][CH2:14][NH:15][C:16]1[N:17]=[C:18]([CH3:24])[N:19]=[C:20]([CH3:23])[C:21]=1[CH3:22])[C:6]1[CH:11]=[CH:10][CH:9]=[CH:8][CH:7]=1. Procedure: 3.0 g. Phenyl glycidyl ether and 7.2 g. 4-(2-aminoethylamino)-2,5,6-trimethylpyrimidine are stirred for 20 hours at 60° to 70° C. in 5 ml. isopropyl alcohol, whereafter the mixture is separated with a column of silica gel, using methylene chloride-methanol-triethylamine (20:2:1 v/v/v) as elution agent. By recrystallizing from ethyl acetate, with the use of fullers' earth and active charcoal, there are obtained 2.9 g. (44% of theory) of the desired product in the form of colorless crystals; m.p. ... Starting materials: BrC(C(=O)C=1C=C(C(=CC1)OC)CC(=O)OC)C (Methyl [3-(2-bromopropionyl)-6-methoxyphenyl]acetate), CC(=O)C (acetone), Cl (HCl), O (H2O). Run in C(Cl)Cl (CH2Cl2). The product is ClC(C(=O)C=1C=C(C(=CC1)OC)CC(=O)O)C (3-[(2-Chloro)propionyl]-6-methoxyphenyl acetic acid). The yield is 64.0%. As a reaction SMILES: Br[CH:2]([CH3:18])[C:3]([C:5]1[CH:6]=[C:7]([CH2:13][C:14]([O:16]C)=[O:15])[C:8]([O:11][CH3:12])=[CH:9][CH:10]=1)=[O:4].CC(C)=O.[ClH:23].O>C(Cl)Cl>[Cl:23][CH:2]([CH3:18])[C:3]([C:5]1[CH:6]=[C:7]([CH2:13][C:14]([OH:16])=[O:15])[C:8]([O:11][CH3:12])=[CH:9][CH:10]=1)=[O:4]. Procedure: To a 250 mL round bottom flask containing 11.4 grams (36.3 mmole) of methyl ester 8 was added 70 mL of acetone and the mixture sonicated until solution was complete. To the solution was then added 15 mL of concentrated HCl, 20 mL of H2O and the resulting solution refluxed for 6 hours. At the end of 6 hours the volatile components of the reaction mixture were removed under reduced pressure to give an oil/water mixture which was then dissolved in 100 mL of CH2Cl2. The organic/aqueous mixture was t... The reactants are Cl (HCl), O1C(C(OCC1)O)O (1,4dioxane-2,3-diol), N1=C2C(=NS1)C=C(C=C2)C[C@@H](CO)C ((S)-3-benzo[1,2,5]thiadiazol-5-yl-2-methyl-propan-1-ol), [NH4+].[OH-] (NH4OH). The reagents and catalysts are [Zn] (Zn). The solvent is CCO (EtOH), CCO (EtOH). Conditions: time 45 minute. Yields the product C[C@H](CO)CC=1C=C2N=CC=NC2=CC1 ((S)-2-methyl-3-quinoxalin-6-yl-propan-1-ol). As a reaction SMILES: [N:1]1S[N:4]=[C:3]2[CH:6]=[C:7]([CH2:10][C@H:11]([CH3:14])[CH2:12][OH:13])[CH:8]=[CH:9][C:2]=12.Cl.[NH4+].[OH-].O1CCO[CH:20](O)[CH:19]1O>CCO.[Zn]>[CH3:14][C@@H:11]([CH2:10][C:7]1[CH:6]=[C:3]2[C:2](=[CH:9][CH:8]=1)[N:1]=[CH:20][CH:19]=[N:4]2)[CH2:12][OH:13] |f:2.3|. Reported procedure: A solution of (S)-3-benzo[1,2,5]thiadiazol-5-yl-2-methyl-propan-1-ol (5 g, 24 mmol) in EtOH (60 ml) is cooled to 0° and then treated with half concentrated HCl (40 ml, ca. 200 mmol). Zn dust (8.5 g, 130 mmol) is added in 1 g portions at 0°, one portion every 5 minutes. After the last addition, the mixture is stirred at 10° to 15° for 45 minutes. Under ice cooling, half concentrated NH4OH (40 ml, ca. 290 mmol) is added dropwise. The mixture is filtered over Hyflo, the filtrate concentrated under ... Starting materials: OC1CCN(CC1)CC1=CC=C(COC2=CC=C(C=C2)CCC(=O)OC)C=C1 (methyl 3-[4-({4-[(4-hydroxypiperidin-1-yl)methyl]benzyl}oxy)phenyl]propanoate), C(C)(C)C1=C(C(=CC=C1)C(C)C)O (2,6-diisopropylphenol), C(CCC)P(CCCC)CCCC (tributylphosphine), N(=NC(=O)N1CCCCC1)C(=O)N1CCCCC1 (1,1′-(azodicarbonyl)dipiperidine), [OH-].[Na+] (sodium hydroxide), Cl (hydrochloric acid). The solvent is C(C)(=O)OCC (ethyl acetate), C(C)OCC (Diethyl ether), O1CCCC1 (tetrahydrofuran), O1CCCC1 (tetrahydrofuran), CO (methanol). Reaction conditions: temperature 0 celsius. Product: C(C)(C)C1=C(OC2CCN(CC2)CC2=CC=C(COC3=CC=C(C=C3)CCC(=O)O)C=C2)C(=CC=C1)C(C)C (3-{4-[(4-{[4-(2,6-diisopropylphenoxy)piperidin-1-yl]methyl}benzyl)oxy]phenyl}propanoic acid). Isolated yield 16.3%. Reaction SMILES: [OH:1][CH:2]1[CH2:7][CH2:6][N:5]([CH2:8][C:9]2[CH:28]=[CH:27][C:12]([CH2:13][O:14][C:15]3[CH:20]=[CH:19][C:18]([CH2:21][CH2:22][C:23]([O:25]C)=[O:24])=[CH:17][CH:16]=3)=[CH:11][CH:10]=2)[CH2:4][CH2:3]1.[CH:29]([C:32]1[CH:37]=[CH:36][CH:35]=[C:34]([CH:38]([CH3:40])[CH3:39])[C:33]=1O)([CH3:31])[CH3:30].C(P(CCCC)CCCC)CCC.N(C(N1CCCCC1)=O)=NC(N1CCCCC1)=O.[OH-].[Na+].Cl>C(OCC)(=O)C.O1CCCC1.CO.C(OCC)C>[CH:38]([C:34]1[CH:35]=[CH:36][CH:37]=[C:32]([CH:29]([CH3:31])[CH3:30])[C:33]=1[O:1][CH:2]1[CH2:7][CH2:6][N:5]([CH2:8][C:9]2[CH:10]=[CH:11][C:12]([CH2:13][O:14][C:15]3[CH:16]=[CH:17][C:18]([CH2:21][CH2:22][C:23]([OH:25])=[O:24])=[CH:19][CH:20]=3)=[CH:27][CH:28]=2)[CH2:4][CH2:3]1)([CH3:40])[CH3:39] |f:4.5|. Reported procedure: To a mixture of methyl 3-[4-({4-[(4-hydroxypiperidin-1-yl)methyl]benzyl}oxy)phenyl]propanoate (0.20 g, 0.52 mmol), 2,6-diisopropylphenol (0.15 mL, 0.78 mmol), tributylphosphine (0.20 mL, 0.78 mmol) and tetrahydrofuran (6.0 mL) was added 1,1′-(azodicarbonyl)dipiperidine (0.20 g, 0.78 mmol) with stirring at 0° C., and the mixture was stirred at room temperature for 16 hr. Diethyl ether was added to the reaction mixture, the insoluble material was filtered off, and the filtrate was concentrated und...